Task: describe an organic reaction: reactants, conditions, products, and yield. Dataset: the Open Reaction Database (ORD), a public repository of structured organic reaction records Starting materials: CC(C)O, CCOCC, Cl, O=[N+]([O-])c1ccc(O)cc1F, CC(C)(C)OC(=O)N=NC(=O)OC(C)(C)C, C1CCOC1, c1ccc(P(c2ccccc2)c2ccccn2)cc1. The product is CC(C)Oc1ccc([N+](=O)[O-])c(F)c1. As a reaction SMILES: [CH3:12][CH:13]([CH3:14])[OH:15].[CH3:52][CH2:53][O:54][CH2:55][CH3:56].[ClH:51].[F:1][c:2]1[c:3]([N+:9](=[O:10])[O-:11])[cH:4][cH:5][c:6]([OH:8])[cH:7]1.[N:35]([C:36]([O:37][C:38]([CH3:39])([CH3:40])[CH3:41])=[O:42])=[N:43][C:44]([O:45][C:46]([CH3:47])([CH3:48])[CH3:49])=[O:50].[O:57]1[CH2:58][CH2:59][CH2:60][CH2:61]1.[c:16]1([P:17]([c:18]2[cH:19][cH:20][cH:21][cH:22][cH:23]2)[c:24]2[cH:25][cH:26][cH:27][cH:28][n:29]2)[cH:30][cH:31][cH:32][cH:33][cH:34]1>>[F:1][c:2]1[c:3]([N+:9](=[O:10])[O-:11])[cH:4][cH:5][c:6]([O:8][CH:13]([CH3:12])[CH3:14])[cH:7]1. The reactants are BrC1=C(C=C(C=C1)I)F (4-Bromo-3-fluoroiodobenzene), N1=CC=CC=2C(=CC=CC12)B(O)O (quinoline-5-boronic acid), C(C)(=O)[O-].[K+] (potassium acetate), C(=O)([O-])[O-].[Cs+].[Cs+] (Cs2CO3). Reagents/catalysts: C1=CC=C(C=C1)P([C-]2C=CC=C2)C3=CC=CC=C3.C1=CC=C(C=C1)P([C-]2C=CC=C2)C3=CC=CC=C3.Cl[Pd]Cl.[Fe+2] (Pd(dppf)Cl2). Solvent: CS(=O)C (DMSO). The product is BrC1=C(C=C(C=C1)C1=C2C=CC=NC2=CC=C1)F (5-(4-bromo-3-fluorophenyl)quinoline). Isolated yield 104.0%. As a reaction SMILES: [Br:1][C:2]1[CH:7]=[CH:6][C:5](I)=[CH:4][C:3]=1[F:9].[N:10]1[C:19]2[CH:18]=[CH:17][CH:16]=[C:15](B(O)O)[C:14]=2[CH:13]=[CH:12][CH:11]=1.C([O-])(=O)C.[K+].C([O-])([O-])=O.[Cs+].[Cs+]>CS(C)=O.C1C=CC(P(C2C=CC=CC=2)[C-]2C=CC=C2)=CC=1.C1C=CC(P(C2C=CC=CC=2)[C-]2C=CC=C2)=CC=1.Cl[Pd]Cl.[Fe+2]>[Br:1][C:2]1[CH:7]=[CH:6][C:5]([C:15]2[CH:16]=[CH:17][CH:18]=[C:19]3[C:14]=2[CH:13]=[CH:12][CH:11]=[N:10]3)=[CH:4][C:3]=1[F:9] |f:2.3,4.5.6,8.9.10.11|. Procedure: 4-Bromo-3-fluoroiodobenzene (250 mg, 0.8 mmol, 1.2 eq.), quinoline-5-boronic acid (120 mg, 0.7 mmol), potassium acetate (70 mg, 1 eq.), Pd(dppf)Cl2 (70 mg, 0.1 eq.), and Cs2CO3 (700 mg, 3.0 eq.) in DMSO (5 mL) were heated under argon at 80° C. during 1 h. The reaction mixture was extracted from water into ether, dried over Na2SO4, concentrated, and chromatographed on silica gel (5→20% EtOAc/hexanes) to give 5-(4-bromo-3-fluorophenyl)quinoline (220 mg, quant.). The reactants are N1(CCCCC1)CCC[O-].[Na+] (Sodium 3-piperidinopropanolate), ClC=1SC2=C(N1)C=CC=C2 (2-chlorobenzothiazole). The solvent is O1CCCC1 (tetrahydrofurane). The product is N1(CCCCC1)CCCOC=1SC2=C(N1)C=CC=C2 (2-Benzothiazolyl 3-piperidinopropyl ether). As a reaction SMILES: [N:1]1([CH2:7][CH2:8][CH2:9][O-:10])[CH2:6][CH2:5][CH2:4][CH2:3][CH2:2]1.[Na+].Cl[C:13]1[S:14][C:15]2[CH:21]=[CH:20][CH:19]=[CH:18][C:16]=2[N:17]=1>O1CCCC1>[N:1]1([CH2:7][CH2:8][CH2:9][O:10][C:13]2[S:14][C:15]3[CH:21]=[CH:20][CH:19]=[CH:18][C:16]=3[N:17]=2)[CH2:6][CH2:5][CH2:4][CH2:3][CH2:2]1 |f:0.1|. Procedure details: Sodium 3-piperidinopropanolate (5 mmol) and 5 mmol of 2-chlorobenzothiazole in 20 ml of dry tetrahydrofurane were refluxed for 12 hours. The suspension was filtered and the solvent evaporated under reduced pressure. The product was crystallized with oxalic acid from diethyl ether/ethanol.